This data is from the Open Reaction Database (ORD), a public repository of structured organic reaction records. The task is: describe an organic reaction: reactants, conditions, products, and yield Starting materials: COc1cc(CCl)cc(OC)c1OC, [Li]C(C)CC, O=C1CCCN1, C1CCOC1. The product is COc1cc(CN2CCCC2=O)cc(OC)c1OC. RXN SMILES: [CH3:12][O:13][c:14]1[cH:15][c:16]([CH2:17][Cl:18])[cH:19][c:20]([O:24][CH3:25])[c:21]1[O:22][CH3:23].[CH:7]([Li:8])([CH2:9][CH3:10])[CH3:11].[NH:1]1[C:2](=[O:6])[CH2:3][CH2:4][CH2:5]1.[O:26]1[CH2:27][CH2:28][CH2:29][CH2:30]1>>[N:1]1([CH2:17][c:16]2[cH:15][c:14]([O:13][CH3:12])[c:21]([O:22][CH3:23])[c:20]([O:24][CH3:25])[cH:19]2)[C:2](=[O:6])[CH2:3][CH2:4][CH2:5]1. The solvent is C(Cl)Cl (methylene chloride). RXN SMILES: [Br:1][CH2:2][CH2:3][C:4]1[CH:14]=[CH:13][C:7]2[NH:8][C:9](=[O:12])[CH2:10][S:11][C:6]=2[CH:5]=1.C(C1C=CC2NC(=O)CSC=2C=1)(=[O:17])C.BrBr>C(Cl)Cl>[Br:1][CH2:2][C:3]([C:4]1[CH:14]=[CH:13][C:7]2[NH:8][C:9](=[O:12])[CH2:10][S:11][C:6]=2[CH:5]=1)=[O:17]. The product is BrCC(=O)C1=CC2=C(NC(CS2)=O)C=C1 (7-bromoacetyl 2,3-dihydro 3-oxo 1,4-benzothiazine). Procedure: Using the procedure described in Example 5 but replacing 6-(2-bromoethyl)benzothiazolinone by 7-(2-bromoethyl) 2,3-dihydro 3-oxo 1,4-benzothiazine (obtained using 7-acetyl 2,3-dihydro 3-oxo 1,4-benzothiazine (described in Ann. Chem. Rome, 1955, 45, 172) treated with bromine in methylene chloride to give 7-bromoacetyl 2,3-dihydro 3-oxo 1,4-benzothiazine, then by triethysilane in acidic medium to give 7-(2-bromoethyl)2,3-dihydro 3-oxo 1,4-benzothiazine, the product of the title is obtained. Starting materials: BrCCC1=CC2=C(NC(CS2)=O)C=C1 (7-(2-bromoethyl) 2,3-dihydro 3-oxo 1,4-benzothiazine), C(C)(=O)C1=CC2=C(NC(CS2)=O)C=C1 (7-acetyl 2,3-dihydro 3-oxo 1,4-benzothiazine), BrBr (bromine). Starting materials: N#Cc1cccc(-c2ccc(C(=O)O)cc2)c1, O=C([O-])[O-], CCN=C=NCCCN(C)C, ClCCl, Cl, [K+], [K+], COc1ccc2c(c1)CN(CCCCN)CC2, On1nnc2ccccc21. Yields the product COc1ccc2c(c1)CN(CCCCNC(=O)c1ccc(-c3cccc(C#N)c3)cc1)CC2. Reaction SMILES: [C:30](#[N:31])[c:32]1[cH:33][c:34](-[c:38]2[cH:39][cH:40][c:41]([C:42](=[O:43])[OH:44])[cH:45][cH:46]2)[cH:35][cH:36][cH:37]1.[C:57](=[O:58])([O-:59])[O-:60].[CH2:2]([N:3]=[C:4]=[N:5][CH2:6][CH2:7][CH2:8][N:9]([CH3:10])[CH3:11])[CH3:12].[Cl:63][CH2:64][Cl:65].[ClH:1].[K+:61].[K+:62].[NH2:13][CH2:14][CH2:15][CH2:16][CH2:17][N:18]1[CH2:19][c:20]2[cH:21][c:22]([O:28][CH3:29])[cH:23][cH:24][c:25]2[CH2:26][CH2:27]1.[OH:47][n:48]1[c:49]2[cH:50][cH:51][cH:52][cH:53][c:54]2[n:55][n:56]1>>[NH:13]([CH2:14][CH2:15][CH2:16][CH2:17][N:18]1[CH2:19][c:20]2[cH:21][c:22]([O:28][CH3:29])[cH:23][cH:24][c:25]2[CH2:26][CH2:27]1)[C:42]([c:41]1[cH:40][cH:39][c:38](-[c:34]2[cH:33][c:32]([C:30]#[N:31])[cH:37][cH:36][cH:35]2)[cH:46][cH:45]1)=[O:43]. Reactants: CS(=O)c1ncc2ccc(-c3cccc(CCC#N)c3)n2n1, COCC(C)O, CCN(C(C)C)C(C)C, Nc1ccc2c(c1)CCC(N1CCOCC1)CC2. Product: N#CCCc1cccc(-c2ccc3cnc(Nc4ccc5c(c4)CCC(N4CCOCC4)CC5)nn23)c1. Reaction SMILES: [CH3:1][S:2](=[O:3])[c:4]1[n:5][n:6]2[c:7]([cH:8][n:9]1)[cH:10][cH:11][c:12]2-[c:13]1[cH:14][c:15]([CH2:19][CH2:20][C:21]#[N:22])[cH:16][cH:17][cH:18]1.[CH3:41][O:42][CH2:43][CH:44]([OH:45])[CH3:46].[CH:47]([N:48]([CH2:49][CH3:50])[CH:51]([CH3:52])[CH3:53])([CH3:54])[CH3:55].[O:23]1[CH2:24][CH2:25][N:26]([CH:29]2[CH2:30][CH2:31][c:32]3[c:33]([cH:36][c:37]([NH2:40])[cH:38][cH:39]3)[CH2:34][CH2:35]2)[CH2:27][CH2:28]1>>[c:4]1([NH:40][c:37]2[cH:36][c:33]3[c:32]([cH:39][cH:38]2)[CH2:31][CH2:30][CH:29]([N:26]2[CH2:25][CH2:24][O:23][CH2:28][CH2:27]2)[CH2:35][CH2:34]3)[n:5][n:6]2[c:7]([cH:8][n:9]1)[cH:10][cH:11][c:12]2-[c:13]1[cH:14][c:15]([CH2:19][CH2:20][C:21]#[N:22])[cH:16][cH:17][cH:18]1. As a reaction SMILES: [Rh:15].[nH:1]1[c:2]([C:10]([C:11]#[N:12])([CH3:13])[CH3:14])[cH:3][c:4]2[cH:5][cH:6][cH:7][cH:8][c:9]12>>[nH:1]1[c:2]([C:10]([CH2:11][NH2:12])([CH3:13])[CH3:14])[cH:3][c:4]2[cH:5][cH:6][cH:7][cH:8][c:9]12. Starting materials: [Rh], CC(C)(C#N)c1cc2ccccc2[nH]1. Product: CC(C)(CN)c1cc2ccccc2[nH]1. The reactants are ClC1=CC=NC2=CC(=C(C=C12)OC)OC (4-Chloro-6,7-dimethoxyquinoline), C1(=CC=CC=C1)C1=NC2=CC=CC=C2C=C1O (2-phenylquinolin-3-ol), O (water). The reagents and catalysts are CN(C1=CC=NC=C1)C (4-dimethylaminopyridine). The solvent is ClC1=C(C=CC=C1)Cl (o-dichlorobenzene). Conditions: temperature 145 celsius, time 7 hour. Product: COC=1C=C2C(=CC=NC2=CC1OC)OC=1C(=NC2=CC=CC=C2C1)C1=CC=CC=C1 (6,7-Dimethoxy-4-(2-phenyl-quinolin-3-yloxy)-quinoline). Isolated yield 67.8%. RXN SMILES: Cl[C:2]1[C:11]2[C:6](=[CH:7][C:8]([O:14][CH3:15])=[C:9]([O:12][CH3:13])[CH:10]=2)[N:5]=[CH:4][CH:3]=1.[C:16]1([C:22]2[C:31]([OH:32])=[CH:30][C:29]3[C:24](=[CH:25][CH:26]=[CH:27][CH:28]=3)[N:23]=2)[CH:21]=[CH:20][CH:19]=[CH:18][CH:17]=1.O>CN(C)C1C=CN=CC=1.ClC1C=CC=CC=1Cl>[CH3:13][O:12][C:9]1[CH:10]=[C:11]2[C:6](=[CH:7][C:8]=1[O:14][CH3:15])[N:5]=[CH:4][CH:3]=[C:2]2[O:32][C:31]1[C:22]([C:16]2[CH:21]=[CH:20][CH:19]=[CH:18][CH:17]=2)=[N:23][C:24]2[C:29]([CH:30]=1)=[CH:28][CH:27]=[CH:26][CH:25]=2. Procedure details: 4-Chloro-6,7-dimethoxyquinoline (222 mg), 2-phenylquinolin-3-ol (107 mg), and 4-dimethylaminopyridine (340 mg) were suspended in o-dichlorobenzene (11 ml), and the suspension was stirred at 145° C. for 7 hr. The reaction solution was cooled to room temperature, water was added to the reaction solution, and the mixture was extracted with ethyl acetate. The organic layer was washed with water and was dried over anhydrous sodium sulfate. The solvent was removed by distillation under the reduced pre... Run in CN(C)C=O (DMF), CN(C)C=O (dmf), CN(C)C=O (DMF). The reagents and catalysts are O=C([O-])[O-].[Cs+].[Cs+] (cesium carbonate), [I-].[K+] (potassium iodide). Product: CC(OC(=O)c1ccc([C@H]2C[C@@H](c3ccccc3)CCO2)cc1)c1cccnc1. The reactants are CC(Cl)c1cccnc1, O=C(O)c1ccc([C@H]2C[C@@H](c3ccccc3)CCO2)cc1. Run at temperature 70 celsius, time 16 hour. The reactants are CO, O=Cc1ccccc1, [H][H], CC(N)c1ccccc1. The product is CC(NCc1ccccc1)c1ccccc1. RXN SMILES: [CH3:20][OH:21].[CH:10](=[O:11])[c:12]1[cH:13][cH:14][cH:15][cH:16][cH:17]1.[H:18][H:19].[c:1]1([CH:7]([CH3:8])[NH2:9])[cH:2][cH:3][cH:4][cH:5][cH:6]1>>[c:1]1([CH:7]([CH3:8])[NH:9][CH2:10][c:12]2[cH:13][cH:14][cH:15][cH:16][cH:17]2)[cH:2][cH:3][cH:4][cH:5][cH:6]1.